Dataset: the Open Reaction Database (ORD), a public repository of structured organic reaction records. Task: describe an organic reaction: reactants, conditions, products, and yield Reactants: CS(=O)(=O)c1ccc(CCBr)cc1, c1ccc2c(c1)CCN2C1CCNCC1. Product: CS(=O)(=O)c1ccc(CCN2CCC(N3CCc4ccccc43)CC2)cc1. As a reaction SMILES: [CH3:16][S:17](=[O:18])(=[O:19])[c:20]1[cH:21][cH:22][c:23]([CH2:24][CH2:25][Br:26])[cH:27][cH:28]1.[NH:1]1[CH2:2][CH2:3][CH:4]([N:7]2[CH2:8][CH2:9][c:10]3[cH:11][cH:12][cH:13][cH:14][c:15]32)[CH2:5][CH2:6]1>>[N:1]1([CH2:25][CH2:24][c:23]2[cH:22][cH:21][c:20]([S:17]([CH3:16])(=[O:18])=[O:19])[cH:28][cH:27]2)[CH2:2][CH2:3][CH:4]([N:7]2[CH2:8][CH2:9][c:10]3[cH:11][cH:12][cH:13][cH:14][c:15]32)[CH2:5][CH2:6]1. Reactants: CN(C)C=O, [H-], CI, CCCc1c2nc(C(=O)OCC)cc(N)c2cc2c(=O)cc(C(=O)OCC)oc12, [Na+], O. Product: CCCc1c2nc(C(=O)OCC)cc(NC)c2cc2c(=O)cc(C(=O)OCC)oc12. Reaction SMILES: [CH3:35][N:36]([CH3:37])[CH:38]=[O:39].[H-:30].[I:32][CH3:33].[NH2:1][c:2]1[cH:3][c:4]([C:25](=[O:26])[O:27][CH2:28][CH3:29])[n:5][c:6]2[c:7]([CH2:22][CH2:23][CH3:24])[c:8]3[c:9]([cH:10][c:11]12)[c:12](=[O:21])[cH:13][c:14]([C:16](=[O:17])[O:18][CH2:19][CH3:20])[o:15]3.[Na+:31].[OH2:34]>>[NH:1]([c:2]1[cH:3][c:4]([C:25](=[O:26])[O:27][CH2:28][CH3:29])[n:5][c:6]2[c:7]([CH2:22][CH2:23][CH3:24])[c:8]3[c:9]([cH:10][c:11]12)[c:12](=[O:21])[cH:13][c:14]([C:16](=[O:17])[O:18][CH2:19][CH3:20])[o:15]3)[CH3:33]. Reactants: C=O (formaldehyde), OCC1C(CNC1)NC (4-hydroxymethyl-3-methylaminopyrrolidine). Solvent: C(CCC)O (n-butanol), C(CCC)O (n-butanol). Run at time 8 hour. The product is CN1C2CNCC2COC1 (2-Methyl-4-oxa-2,8-diazabicyclo[4.3.0]nonane). Reaction SMILES: [CH2:1]=O.[OH:3][CH2:4][CH:5]1[CH2:9][NH:8][CH2:7][CH:6]1[NH:10][CH3:11]>C(O)CCC>[CH3:11][N:10]1[CH2:1][O:3][CH2:4][CH:5]2[CH:6]1[CH2:7][NH:8][CH2:9]2. Reported procedure: 8.1 g (0.1 mol) of 37% strength formaldehyde solution in 20 ml of n-butanol are added dropwise to 13 g (0.101 mol) of 4-hydroxymethyl-3-methylaminopyrrolidine in 100 ml of n-butanol at room temperature. The mixture is stirred at room temperature overnight and concentrated and the residue is distilled. The reactants are COC(=O)C1=C(C=CC=C1)C1=NC2=CC=C(C=C2C(=C1)C(=O)OC)C (methyl 2-(2-methoxycarbonylphenyl)-6-methyl-4-quinolinecarboxylate), [OH-].[Na+] (sodium hydroxide), O (water). Run in CO (methanol). Run at time 24 hour. Yields the product COC(=O)C1=C(C=CC=C1)C1=NC2=CC=C(C=C2C(=C1)C(=O)O)C (2-(2-methoxycarbonyl-phenyl)-6-methyl-4-quinolinecarboxylic acid). Yield: 67.6%. As a reaction SMILES: [CH3:1][O:2][C:3]([C:5]1[CH:10]=[CH:9][CH:8]=[CH:7][C:6]=1[C:11]1[CH:20]=[C:19]([C:21]([O:23]C)=[O:22])[C:18]2[C:13](=[CH:14][CH:15]=[C:16]([CH3:25])[CH:17]=2)[N:12]=1)=[O:4].[OH-].[Na+].O>CO>[CH3:1][O:2][C:3]([C:5]1[CH:10]=[CH:9][CH:8]=[CH:7][C:6]=1[C:11]1[CH:20]=[C:19]([C:21]([OH:23])=[O:22])[C:18]2[C:13](=[CH:14][CH:15]=[C:16]([CH3:25])[CH:17]=2)[N:12]=1)=[O:4] |f:1.2|. Reported procedure: In 2 ml of methanol were dissolved 377 mg (1.23 mmol) of methyl 2-(2-methoxycarbonylphenyl)-6-methyl-4-quinolinecarboxylate obtained in Example 3 and 49 mg (1.2 mmol) of sodium hydroxide. 3 ml of water were added thereto and the resulting mixture was stirred for 24 hours. After concentrated under reduced pressure, water was added to the residue, the aqueous layer was acidified and extracted with ethyl acetate. The organic layer was dried over magnesium sulfate followed by distillation under redu... Reactants: Cl (HCl), FC1=CC=C(C#N)C=C1 (4-fluorobenzonitrile), CO.C(Cl)Cl (MeOH CH2Cl2). Conditions: time 2 day. The product is Cl.FC1=CC=C(C(OC)=N)C=C1 (Methyl 4-fluorobenzimidate hydrochloride). Isolated yield 36.0%. As a reaction SMILES: Cl.[F:2][C:3]1[CH:10]=[CH:9][C:6]([C:7]#[N:8])=[CH:5][CH:4]=1.[CH3:11][OH:12].C(Cl)[Cl:14]>>[ClH:14].[F:2][C:3]1[CH:10]=[CH:9][C:6]([C:7](=[NH:8])[O:12][CH3:11])=[CH:5][CH:4]=1 |f:2.3,4.5|. Procedure: Dry HCl (g) was bubbled through a solution of 4-fluorobenzonitrile (5.0 g, 0.041 mol) in dry MeOH—CH2Cl2 (20 mL, 1:1 v/v) until saturation. The clear solution was kept at 0° C. for 2 days to crystallize methyl 4-fluorobenzimidate as hydrochloride salt, which was isolated by filtration (2.8 g, yield 36%). 1H NMR (400 MHz, DMSO-d6) δ 7.95-7.92 (m, 2H), 7.38 (br s, 1H), 7.29-7.25 (m, 2H), 3.06 (s, 3H). MS (ESI) m/z: Calculated for C8H8FNO: 153.06. found: 154.2 (M+H)+ Starting materials: CCN=C=NCCCN(C)C, CCN(C(C)C)C(C)C, ClCCl, Cl, OC1CCNC1, O, On1nnc2ccccc21, O=C(O)c1ccc(Cc2nc3ccccc3[nH]2)cc1. The product is O=C(c1ccc(Cc2nc3ccccc3[nH]2)cc1)N1CCC(O)C1. As a reaction SMILES: [CH3:21][N:22]([CH3:23])[CH2:24][CH2:25][CH2:26][N:27]=[C:28]=[N:29][CH2:30][CH3:31].[CH:42]([N:43]([CH:44]([CH3:45])[CH3:46])[CH2:47][CH3:48])([CH3:49])[CH3:50].[Cl:57][CH2:58][Cl:59].[ClH:20].[NH:51]1[CH2:52][CH:53]([OH:56])[CH2:54][CH2:55]1.[OH2:60].[OH:32][n:33]1[c:34]2[cH:35][cH:36][cH:37][cH:38][c:39]2[n:40][n:41]1.[nH:1]1[c:2]([CH2:10][c:11]2[cH:12][cH:13][c:14]([C:15](=[O:16])[OH:17])[cH:18][cH:19]2)[n:3][c:4]2[c:5]1[cH:6][cH:7][cH:8][cH:9]2>>[n:1]1[c:2]([CH2:10][c:11]2[cH:12][cH:13][c:14]([C:15](=[O:17])[N:51]3[CH2:52][CH:53]([OH:56])[CH2:54][CH2:55]3)[cH:18][cH:19]2)[nH:3][c:4]2[c:5]1[cH:6][cH:7][cH:8][cH:9]2. The reactants are C(C)(=O)OC(C)=O (Acetic anhydride), N(C(=N)N)C=1SC=C(N1)CSCCNC(=NC#N)NC (2-guanidino-4-[2-(2-cyano-3-methylguanidino)ethylthiomethyl]thiazole). Solvent: N1=CC=CC=C1 (pyridine), O (water). Run at time 2 hour. The product is C(C)(=O)N=C(NC=1SC=C(N1)CSCCNC(=NC#N)NC)N (2-(2-acetylguanidino)-4-[2-(2-cyano-3-methylguanidino)ethylthiomethyl]thiazole). RXN SMILES: C(O[C:5](=[O:7])[CH3:6])(=O)C.[NH:8]([C:12]1[S:13][CH:14]=[C:15]([CH2:17][S:18][CH2:19][CH2:20][NH:21][C:22]([NH:26][CH3:27])=[N:23][C:24]#[N:25])[N:16]=1)[C:9]([NH2:11])=[NH:10]>N1C=CC=CC=1.O>[C:5]([N:10]=[C:9]([NH2:11])[NH:8][C:12]1[S:13][CH:14]=[C:15]([CH2:17][S:18][CH2:19][CH2:20][NH:21][C:22]([NH:26][CH3:27])=[N:23][C:24]#[N:25])[N:16]=1)(=[O:7])[CH3:6]. Procedure: Acetic anhydride (0.39 g.) was added to a stirred suspension of 2-guanidino-4-[2-(2-cyano-3-methylguanidino)ethylthiomethyl]thiazole (1.10 g.) in pyridine (6 ml.) at room temperature. After stirring for two hours, the mixture was diluted with water (50 ml.), extracted with methylene chloride (3×30 ml.) and the combined extracts washed with water (100 ml.) and dried over magnesium sulphate. The solution was filtered and evaporated to dryness to leave a gum which was purified by column chromatogra...